From a dataset of the Open Reaction Database (ORD), a public repository of structured organic reaction records. describe an organic reaction: reactants, conditions, products, and yield The reactants are CC(C)(C)OC(=O)N1C(=O)C2(F)CCCC2c2ccc(-c3ccco3)cc21, CCOC(C)=O, ClCCl, O, O=C(O)C(F)(F)F. Product: O=C1Nc2cc(-c3ccco3)ccc2C2CCCC12F. Reaction SMILES: [C:1]([O:2][C:3](=[O:4])[N:8]1[C:9](=[O:27])[C:10]2([F:26])[CH:11]([c:12]3[cH:13][cH:14][c:15](-[c:18]4[o:19][cH:20][cH:21][cH:22]4)[cH:16][c:17]31)[CH2:23][CH2:24][CH2:25]2)([CH3:5])([CH3:6])[CH3:7].[CH3:39][CH2:40][O:41][C:42](=[O:43])[CH3:44].[Cl:35][CH2:36][Cl:37].[OH2:38].[OH:28][C:29]([C:30]([F:31])([F:32])[F:33])=[O:34]>>[NH:8]1[C:9](=[O:27])[C:10]2([F:26])[CH:11]([c:12]3[cH:13][cH:14][c:15](-[c:18]4[o:19][cH:20][cH:21][cH:22]4)[cH:16][c:17]31)[CH2:23][CH2:24][CH2:25]2. Starting materials: BrC1=C(C(=O)/N=C\2/N(C=C(N=C2)N2C(=NC3=C2C=CC(=C3)OC)C(F)(F)F)C(C3=C(C=CC=C3)Br)=O)C=CC=C1 ((E)-2-bromo-N-[1-(2-bromo-benzoyl)-5-(5-methoxy-2-trifluoromethyl-benzoimidazol-1-yl)-1H-pyrazin-2-ylidene]-benzamide), CCOC(=O)C (EtOAc), [Li+].[OH-] (LiOH), CCO (EtOH). The solvent is O (H2O). Conditions: time 30 minute. The product is BrC1=C(C(=O)NC2=NC=C(N=C2)N2C(=NC3=C2C=CC(=C3)OC)C(F)(F)F)C=CC=C1 (2-Bromo-N-[5-(5-methoxy-2-trifluoromethyl-benzoimidazol-1-yl)-pyrazin-2-yl]-benzamide). Yield: 29.0%. As a reaction SMILES: [Br:1][C:2]1[CH:40]=[CH:39][CH:38]=[CH:37][C:3]=1[C:4](/[N:6]=[C:7]1/[N:8](C(=O)C2C=CC=CC=2Br)[CH:9]=[C:10]([N:13]2[C:17]3[CH:18]=[CH:19][C:20]([O:22][CH3:23])=[CH:21][C:16]=3[N:15]=[C:14]2[C:24]([F:27])([F:26])[F:25])[N:11]=[CH:12]/1)=[O:5].[Li+].[OH-].CCO.CCOC(C)=O>O>[Br:1][C:2]1[CH:40]=[CH:39][CH:38]=[CH:37][C:3]=1[C:4]([NH:6][C:7]1[CH:12]=[N:11][C:10]([N:13]2[C:17]3[CH:18]=[CH:19][C:20]([O:22][CH3:23])=[CH:21][C:16]=3[N:15]=[C:14]2[C:24]([F:25])([F:26])[F:27])=[CH:9][N:8]=1)=[O:5] |f:1.2|. Reported procedure: Into a 50 mL round bottom flask was placed (E)-2-bromo-N-[1-(2-bromo-benzoyl)-5-(5-methoxy-2-trifluoromethyl-benzoimidazol-1-yl)-1H-pyrazin-2-ylidene]-benzamide (vi) (50 mg, 0.07 mmol). To this was added LiOH (100 mg), followed by EtOH (25 mL). The resulting solution was allowed to react, with stirring, for 30 minutes while the temperature was maintained at room temperature. The reaction progress was monitored by TLC (EtOAc/PE=1:2). After completion, the resulting solution was diluted with 15 mL... The reactants are BrC1=C(C=CC=C1[N+](=O)[O-])CBr (2-bromo-1-bromomethyl-3-nitrobenzene), C(C)(=O)[O-].[K+] (potassium acetate). Reagents/catalysts: [Cl-].C(CCC)[N+](CCCC)(CCCC)CCCC (tetrabutylammonium chloride). Run in C(C)#N (acetonitrile), C(Cl)Cl (methylene chloride). The product is C(C)(=O)OCC1=C(C(=CC=C1)[N+](=O)[O-])Br ((2-bromo-3-nitrophenyl)methyl acetate). Yield: 51.1%. RXN SMILES: [Br:1][C:2]1[C:7]([N+:8]([O-:10])=[O:9])=[CH:6][CH:5]=[CH:4][C:3]=1[CH2:11]Br.[C:13]([O-:16])(=[O:15])[CH3:14].[K+]>[Cl-].C([N+](CCCC)(CCCC)CCCC)CCC.C(#N)C.C(Cl)Cl>[C:13]([O:16][CH2:11][C:3]1[CH:4]=[CH:5][CH:6]=[C:7]([N+:8]([O-:10])=[O:9])[C:2]=1[Br:1])(=[O:15])[CH3:14] |f:1.2,3.4|. Reported procedure: A stirred solution of 2-bromo-1-bromomethyl-3-nitrobenzene (20.2 g, 0.0685 mole), potassium acetate (10.08 g, 0.103 mole), and tetrabutylammonium chloride (1.5 g) in 150 ml of acetonitrile was heated at reflux for six hours. The reaction mixture was cooled, filtered, and extracted with methylene chloride. The extract was evaporated to give a residue which was redissolved in methylene chloride and washed twice with 150 ml portions of saturated aqueous sodium chloride solution. The organic phase w... The reactants are O=C([O-])[O-], CN(C)C=O, CCOC(C)=O, CC(C)OC(C)C, CC(n1ccn(-c2ccc(OC(F)(F)C(F)F)cc2)c1=O)C(O)(COS(C)(=O)=O)c1ccccc1F, [K+], [K+], c1nc[nH]n1. Product: CC(n1ccn(-c2ccc(OC(F)(F)C(F)F)cc2)c1=O)C(O)(Cn1cncn1)c1ccccc1F. RXN SMILES: [C:42](=[O:43])([O-:44])[O-:45].[CH3:48][N:49]([CH3:50])[CH:51]=[O:52].[CH3:53][CH2:54][O:55][C:56](=[O:57])[CH3:58].[CH:59]([O:60][CH:61]([CH3:62])[CH3:63])([CH3:64])[CH3:65].[F:1][c:2]1[c:3]([C:8]([CH:9]([CH3:10])[n:11]2[c:12](=[O:29])[n:13](-[c:16]3[cH:17][cH:18][c:19]([O:22][C:23]([CH:24]([F:25])[F:26])([F:27])[F:28])[cH:20][cH:21]3)[cH:14][cH:15]2)([CH2:30][O:31][S:32]([CH3:33])(=[O:34])=[O:35])[OH:36])[cH:4][cH:5][cH:6][cH:7]1.[K+:46].[K+:47].[nH:37]1[n:38][cH:39][n:40][cH:41]1>>[F:1][c:2]1[c:3]([C:8]([CH:9]([CH3:10])[n:11]2[c:12](=[O:29])[n:13](-[c:16]3[cH:17][cH:18][c:19]([O:22][C:23]([CH:24]([F:25])[F:26])([F:27])[F:28])[cH:20][cH:21]3)[cH:14][cH:15]2)([CH2:30][n:37]2[n:38][cH:39][n:40][cH:41]2)[OH:36])[cH:4][cH:5][cH:6][cH:7]1. Starting materials: [OH-].[K+] (potassium hydroxide), O1C(CCCC1)OCCCCO (4-(2-tetrahydropyranyloxy)-1-butanol), BrCC(=O)OC(C)(C)C (tert-butyl bromoacetate). Reagents/catalysts: S(=O)(=O)(O)[O-].C(CCC)[N+](CCCC)(CCCC)CCCC (tetra-n-butylammonium hydrogen sulfate). Run in C1=CC=CC=C1 (benzene). The product is C(C)(C)(C)OC(COCCCCOC1OCCCC1)=O (2-[4-(2-tetrahydropyranyloxy)butyloxy]acetic Acid Tert-Butyl Ester). RXN SMILES: [O:1]1[CH2:6][CH2:5][CH2:4][CH2:3][CH:2]1[O:7][CH2:8][CH2:9][CH2:10][CH2:11][OH:12].[OH-].[K+].Br[CH2:16][C:17]([O:19][C:20]([CH3:23])([CH3:22])[CH3:21])=[O:18]>C1C=CC=CC=1.S([O-])(O)(=O)=O.C([N+](CCCC)(CCCC)CCCC)CCC>[C:20]([O:19][C:17](=[O:18])[CH2:16][O:12][CH2:11][CH2:10][CH2:9][CH2:8][O:7][CH:2]1[CH2:3][CH2:4][CH2:5][CH2:6][O:1]1)([CH3:23])([CH3:22])[CH3:21] |f:1.2,5.6|. Procedure details: 35.98 g of 4-(2-tetrahydropyranyloxy)-1-butanol was dissolved in 300 ml of benzene and then 33.95 g of tetra-n-butylammonium hydrogen sulfate and 300 ml of an aqueous 40% potassium hydroxide solution were added. While stirring vigorously under ice cooling, 10.5 ml of tert-butyl bromoacetate was added dropwise so as to control the inner temperature to 5 to 10° C. or lower. After stirring for 45 minutes, an ice bath was removed and the mixture was stirred at room temperature for one hour. The reac... The reactants are NC1=NC(=CC=C1O)C (2-amino-3-hydroxy-6-methylpyridine), polyphosphoric acid, C(C1=CC=CC=C1)(=O)O (benzoic acid). Solvent: O (water), C([O-])(O)=O.[Na+] (sodium bicarbonate). The product is CC1=CC=C2C(=N1)N=C(O2)C2=CC=CC=C2 (5-methyl-2-phenyloxazolo[4,5-b]pyridine). As a reaction SMILES: [NH2:1][C:2]1[C:7]([OH:8])=[CH:6][CH:5]=[C:4]([CH3:9])[N:3]=1.[C:10](O)(=O)[C:11]1[CH:16]=[CH:15][CH:14]=[CH:13][CH:12]=1>O.C(=O)(O)[O-].[Na+]>[CH3:9][C:4]1[N:3]=[C:2]2[N:1]=[C:10]([C:11]3[CH:16]=[CH:15][CH:14]=[CH:13][CH:12]=3)[O:8][C:7]2=[CH:6][CH:5]=1 |f:3.4|. Procedure: A mixture of 1.25 g. of 2-amino-3-hydroxy-6-methylpyridine, 6 g. of polyphosphoric acid and 2.0 g. benzoic acid was heated at 190°-200° C. for 10 minutes. The cooled mixture was diluted with water and basified with solid sodium bicarbonate. The resulting precipitate was collected and recrystallized from ether to give 5-methyl-2-phenyloxazolo[4,5-b]pyridine, m.p. 148°-149° C. Starting materials: ClC(C)C1=CC=C(C=C1)CC=C(C)C (1-chloro-1-(p-prenylphenyl)ethane), [C-]#N.[Na+] (sodium cyanide), ice water. Run at time 7 hour. Product: C(C=C(C)C)C1=CC=C(C=C1)C(C#N)C (2-(p-prenylphenyl)propionitrile). The yield is 81.8%. Reaction SMILES: Cl[CH:2]([C:4]1[CH:9]=[CH:8][C:7]([CH2:10][CH:11]=[C:12]([CH3:14])[CH3:13])=[CH:6][CH:5]=1)[CH3:3].[C-:15]#[N:16].[Na+]>>[CH2:10]([C:7]1[CH:8]=[CH:9][C:4]([CH:2]([CH3:3])[C:15]#[N:16])=[CH:5][CH:6]=1)[CH:11]=[C:12]([CH3:14])[CH3:13] |f:1.2|. Procedure: A mixture of 21.0 g of 1-chloro-1-(p-prenylphenyl)ethane, 11.3 g of sodium cyanide and 140 ml of dimethylsufoxide was stirred at 60°-65° C. for 7 hours. After cooling, 400 g of ice-water was added and the resulting solution was extracted with n-hexane. The extract was washed with water, concentrated and distilled to give 16.4 g of 2-(p-prenylphenyl)propionitrile, b.p. 108-110 °C/0.28 mmHg. Reactants: COC1=C(C(=CC=C1)OC)CO (2,6-dimethoxyphenylmethanol), Br (hydrobromic acid), [Cl-].[Na+] (sodium chloride). Run in C(C)OCC (diethyl ether). Reaction conditions: time 1 hour. The product is COC1=C(C(=CC=C1)OC)CBr (2,6-dimethoxyphenylmethyl bromide). RXN SMILES: [CH3:1][O:2][C:3]1[CH:8]=[CH:7][CH:6]=[C:5]([O:9][CH3:10])[C:4]=1[CH2:11]O.[Cl-].[Na+].[BrH:15]>C(OCC)C>[CH3:1][O:2][C:3]1[CH:8]=[CH:7][CH:6]=[C:5]([O:9][CH3:10])[C:4]=1[CH2:11][Br:15] |f:1.2|. Procedure: After a mixture of 5.7 grams (0.034 mole) of 2,6-dimethoxyphenylmethanol in 40 mL of concentrated hydrobromic acid was stirred at ambient temperature for about one hour, the reaction mixture was taken up in diethyl ether. Solid sodium chloride was added to the mixture to obtain a phase separation. The organic layer was separated and concentrated under reduced pressure, yielding about 4.7 grams of 2,6-dimethoxyphenylmethyl bromide. This compound was used immediately in the next reaction. The reactants are BrCc1cccc(Br)c1, CC(C)=O, SC1CCCCC1, [K+], [K+], O=C([O-])[O-]. Product: Brc1cccc(CSC2CCCCC2)c1. Reaction SMILES: [Br:8][c:9]1[cH:10][c:11]([CH2:12][Br:13])[cH:14][cH:15][cH:16]1.[CH3:23][C:24](=[O:25])[CH3:26].[CH:1]1([SH:7])[CH2:2][CH2:3][CH2:4][CH2:5][CH2:6]1.[K+:17].[K+:18].[O-:19][C:20]([O-:21])=[O:22]>>[CH:1]1([S:7][CH2:12][c:11]2[cH:10][c:9]([Br:8])[cH:16][cH:15][cH:14]2)[CH2:2][CH2:3][CH2:4][CH2:5][CH2:6]1.